This data is from the Open Reaction Database (ORD), a public repository of structured organic reaction records. The task is: describe an organic reaction: reactants, conditions, products, and yield The reactants are CCN1C(=O)C(Cc2ccccc2)CC1COC(c1ccccc1)(c1ccccc1)c1ccccc1, CC#N, O=CO. Product: CCN1C(=O)C(Cc2ccccc2)CC1CO. As a reaction SMILES: [CH2:1]([CH3:2])[N:3]1[C:4](=[O:36])[CH:5]([CH2:29][c:30]2[cH:31][cH:32][cH:33][cH:34][cH:35]2)[CH2:6][CH:7]1[CH2:8][O:9][C:10]([c:11]1[cH:12][cH:13][cH:14][cH:15][cH:16]1)([c:17]1[cH:18][cH:19][cH:20][cH:21][cH:22]1)[c:23]1[cH:24][cH:25][cH:26][cH:27][cH:28]1.[CH3:37][C:38]#[N:39].[CH:40]([OH:41])=[O:42]>>[CH2:1]([CH3:2])[N:3]1[C:4](=[O:36])[CH:5]([CH2:29][c:30]2[cH:31][cH:32][cH:33][cH:34][cH:35]2)[CH2:6][CH:7]1[CH2:8][OH:9]. Starting materials: C1(CCCCC1)S(=O)(=O)CC=1N=C(OC1C)C1=CC=C(C(=O)OC)C=C1 (methyl 4-(4-(cyclohexylsulfonylmethyl)-5-methyloxazol-2-yl)benzoate), O (water). Run in Cl (hydrochloric acid). Yields the product C1(CCCCC1)S(=O)(=O)CC=1N=C(OC1C)C1=CC=C(C(=O)O)C=C1 (4-(4-(cyclohexylsulfonylmethyl)-5-methyloxazol-2-yl)benzoic acid). The yield is 88.3%. Reaction SMILES: [CH:1]1([S:7]([CH2:10][C:11]2[N:12]=[C:13]([C:17]3[CH:26]=[CH:25][C:20]([C:21]([O:23]C)=[O:22])=[CH:19][CH:18]=3)[O:14][C:15]=2[CH3:16])(=[O:9])=[O:8])[CH2:6][CH2:5][CH2:4][CH2:3][CH2:2]1.O>Cl>[CH:1]1([S:7]([CH2:10][C:11]2[N:12]=[C:13]([C:17]3[CH:18]=[CH:19][C:20]([C:21]([OH:23])=[O:22])=[CH:25][CH:26]=3)[O:14][C:15]=2[CH3:16])(=[O:9])=[O:8])[CH2:2][CH2:3][CH2:4][CH2:5][CH2:6]1. Procedure details: A solution of methyl 4-(4-(cyclohexylsulfonylmethyl)-5-methyloxazol-2-yl)benzoate (1.0 g, 2.65 mmol, 1.00 equiv) in 6N hydrochloric acid (20 mL) was refluxed overnight. The reaction mixture was cooled to room temperature and 30 mL of water and ice were added. The precipitate ws collected by filtration, washed with 3×20 mL of hexane and dried in a vacuum oven to give 0.85 g (88%) of 4-(4-(cyclohexylsulfonylmethyl)-5-methyloxazol-2-yl)benzoic acid as a white solid. LC-MS: (ES, m/z): 365 [M+H]+, 34... The reactants are ClC=1N=CN=C2SC=3CC[C@@H](C3C12)CC(C#N)O[Si](C)(C)C (3-[(3R)-12-chloro-7-thia-9,11-diazatricyclo[6.4.0.0^[2,6]]dodeca-1(12),2(6),8,10-tetraen-3-yl]-2-[(trimethylsilyl)oxy]propanenitrile), Cl (hydrochloric acid), C([O-])(O)=O.[Na+] (sodium bicarbonate). Run in C(Cl)Cl (DCM), CO (methanol). Reaction conditions: time 1 hour. Yields the product ClC=1N=CN=C2SC=3CC[C@@H](C3C12)CC(C#N)O (3-[(3R)-12-chloro-7-thia-9,11-diazatricyclo[6.4.0.0^[2,6]]dodeca-1(12),2(6),8,10-tetraen-3-yl]-2-hydroxypropanenitrile). Yield: 89.4%. Reaction SMILES: [Cl:1][C:2]1[N:3]=[CH:4][N:5]=[C:6]2[C:13]=1[C:12]1[C@@H:11]([CH2:14][CH:15]([O:18][Si](C)(C)C)[C:16]#[N:17])[CH2:10][CH2:9][C:8]=1[S:7]2.Cl.C(=O)(O)[O-].[Na+]>CO.C(Cl)Cl>[Cl:1][C:2]1[N:3]=[CH:4][N:5]=[C:6]2[C:13]=1[C:12]1[C@@H:11]([CH2:14][CH:15]([OH:18])[C:16]#[N:17])[CH2:10][CH2:9][C:8]=1[S:7]2 |f:2.3|. Procedure: To a solution of 3-[(3R)-12-chloro-7-thia-9,11-diazatricyclo[6.4.0.0^[2,6]]dodeca-1(12),2(6),8,10-tetraen-3-yl]-2-[(trimethylsilyl)oxy]propanenitrile (240 mg, 0.68 mmol, 1.00 equiv) in methanol (5 mL) was added 1 mL of concentrated hydrochloric acid at 0° C. After stirring for 1 h at room temperature, the pH value of the solution was adjusted to 10 with saturated aqueous sodium bicarbonate, diluted with DCM, washed with brine, dried over anhydrous sodium sulfate and concentrated under vacuum to ... Starting materials: [Na] (sodium), FC=1C=CC2=C(C=C(O2)C(=O)O)C1 (5-Fluorobenzofuran-2-carboxylic acid), amalgam. The reagents and catalysts are [Hg] (mercury), [Na].[Hg] (Sodium amalgam). Run in [OH-].[Na+] (sodium hydroxide). Reaction conditions: time 2 hour. Yields the product FC=1C=CC2=C(CC(O2)C(=O)O)C1 (5-Fluoro-2,3-dihydrobenzofuran-2-carboxylic acid). As a reaction SMILES: [F:1][C:2]1[CH:3]=[CH:4][C:5]2[O:9][C:8]([C:10]([OH:12])=[O:11])=[CH:7][C:6]=2[CH:13]=1.[Na]>[Na].[Hg].[Hg].[OH-].[Na+]>[F:1][C:2]1[CH:3]=[CH:4][C:5]2[O:9][CH:8]([C:10]([OH:12])=[O:11])[CH2:7][C:6]=2[CH:13]=1 |f:2.3,5.6,^1:13,14|. Procedure: 5-Fluorobenzofuran-2-carboxylic acid (2.4 g) was added to aqueous sodium hydroxide solution (3.3 g of sodium hydroxide in 50 ml of water). Sodium amalgam was added over 20 minutes (prepared from 1.1 g of sodium and 42 g of mercury). After a further 21/2 hours the solution was left to stand over the amalgam overnight. The mercury was separated and the solution filtered and then treated with excess 4 M sulphuric acid. The precipitated acid was filtered off and dried over P2O5 in vacuo (1.5 g) I.R.... Reactants: Clc1ccc(C2OC(COCc3ccccc3)C(OCc3ccccc3)C(OCc3ccccc3)C2OCc2ccccc2)cc1CBr, CCOC(C)=O, CCO, N#C[K], O. The product is N#CCc1cc(C2OC(COCc3ccccc3)C(OCc3ccccc3)C(OCc3ccccc3)C2OCc2ccccc2)ccc1Cl. Reaction SMILES: [CH2:1]([c:2]1[cH:3][cH:4][cH:5][cH:6][cH:7]1)[O:8][CH:9]1[CH:10]([CH2:40][O:41][CH2:42][c:43]2[cH:44][cH:45][cH:46][cH:47][cH:48]2)[O:11][CH:12]([c:31]2[cH:32][c:33]([CH2:38][Br:39])[c:34]([Cl:37])[cH:35][cH:36]2)[CH:13]([O:23][CH2:24][c:25]2[cH:26][cH:27][cH:28][cH:29][cH:30]2)[CH:14]1[O:15][CH2:16][c:17]1[cH:18][cH:19][cH:20][cH:21][cH:22]1.[CH3:52][CH2:53][O:54][C:55](=[O:56])[CH3:57].[CH3:58][CH2:59][OH:60].[K:49][C:50]#[N:51].[OH2:61]>>[CH2:1]([c:2]1[cH:3][cH:4][cH:5][cH:6][cH:7]1)[O:8][CH:9]1[CH:10]([CH2:40][O:41][CH2:42][c:43]2[cH:44][cH:45][cH:46][cH:47][cH:48]2)[O:11][CH:12]([c:31]2[cH:32][c:33]([CH2:38][C:50]#[N:51])[c:34]([Cl:37])[cH:35][cH:36]2)[CH:13]([O:23][CH2:24][c:25]2[cH:26][cH:27][cH:28][cH:29][cH:30]2)[CH:14]1[O:15][CH2:16][c:17]1[cH:18][cH:19][cH:20][cH:21][cH:22]1. Reactants: C#CCCCCCCCCCO, CCO, c1ccc2ncccc2c1. The product is C=CCCCCCCCCCO. As a reaction SMILES: [CH2:1]([CH2:2][CH2:3][CH2:4][CH2:5][CH2:6][CH2:7][CH2:8][CH2:9][C:10]#[CH:11])[OH:12].[CH3:23][CH2:24][OH:25].[cH:13]1[cH:14][c:15]2[c:16]([n:17][cH:18][cH:19][cH:20]2)[cH:21][cH:22]1>>[CH2:1]([CH2:2][CH2:3][CH2:4][CH2:5][CH2:6][CH2:7][CH2:8][CH2:9][CH:10]=[CH2:11])[OH:12].